Dataset: the Open Reaction Database (ORD), a public repository of structured organic reaction records. Task: describe an organic reaction: reactants, conditions, products, and yield Starting materials: CO, Cl, CN1CCC(Oc2cc(F)cc([N+](=O)[O-])c2)CC1, [Fe]. Product: CN1CCC(Oc2cc(N)cc(F)c2)CC1. As a reaction SMILES: [CH3:21][OH:22].[ClH:19].[F:1][c:2]1[cH:3][c:4]([O:5][CH:6]2[CH2:7][CH2:8][N:9]([CH3:12])[CH2:10][CH2:11]2)[cH:13][c:14]([N+:16]([O-:17])=[O:18])[cH:15]1.[Fe:20]>>[F:1][c:2]1[cH:3][c:4]([O:5][CH:6]2[CH2:7][CH2:8][N:9]([CH3:12])[CH2:10][CH2:11]2)[cH:13][c:14]([NH2:16])[cH:15]1. Reactants: Cl (HCl), CC1=C2C(=CNC2=CC(=C1)C)CC#N ((4,6-Dimethyl-1H-indol-3-yl)acetonitrile), CO (MeOH), O (H2O). Conditions: time 30 minute. Product: CC1=C2C(=CNC2=CC(=C1)C)CC(=O)OC (Methyl (4,6-dimethyl-1H-indol-3-yl)acetate). As a reaction SMILES: Cl.[CH3:2][C:3]1[CH:11]=[C:10]([CH3:12])[CH:9]=[C:8]2[C:4]=1[C:5]([CH2:13][C:14]#N)=[CH:6][NH:7]2.[OH2:16].[CH3:17][OH:18]>>[CH3:2][C:3]1[CH:11]=[C:10]([CH3:12])[CH:9]=[C:8]2[C:4]=1[C:5]([CH2:13][C:14]([O:18][CH3:17])=[O:16])=[CH:6][NH:7]2. Procedure details: HCl (g) was bubbled through a solution of (4,6-dimethyl-1H-indol-3-yl)acetonitrile from Step B (83.0 mg, 0.450 mmol) in MeOH (5 mL). The reaction mixture was stirred for 30 min, then H2O (1 mL) was added and stirring was continued for 2 h. The MeOH was removed under vacuum and the reaction mixture was extracted with EtOAc (5 mL). The organic layer was dried over Na2SO4, filtered, and concentrated in vacuo. The crude product was dissolved in MeOH (2 mL) containing a drop of conc. H2SO4 and the re... Starting materials: C1(=CC=CC=C1)CCCC=1N=C(NC1)C(=O)O (4-(3-Phenylpropyl)imidazole-2-carboxylic acid), Br.COC(=O)[C@H]1NCC2(SCCS2)C1 (1,4-dithia-7-azaspiro[4.4]nonane-8(S)-carboxylic acid methyl ester hydrobromide). Product: COC(=O)[C@H]1N(CC2(SCCS2)C1)C(=O)C=1NC(=CN1)CCCC1=CC=CC=C1 (7-[5-(3-Phenylpropyl)-1H-imidazole-2-carbonyl]-1,4-dithia-7-azaspiro[4.4]nonane-8(S)-carboxylic acid methyl ester). RXN SMILES: [C:1]1([CH2:7][CH2:8][CH2:9][C:10]2[N:11]=[C:12]([C:15]([OH:17])=O)[NH:13][CH:14]=2)[CH:6]=[CH:5][CH:4]=[CH:3][CH:2]=1.Br.[CH3:19][O:20][C:21]([C@@H:23]1[CH2:31][C:26]2([S:30][CH2:29][CH2:28][S:27]2)[CH2:25][NH:24]1)=[O:22]>>[CH3:19][O:20][C:21]([C@@H:23]1[CH2:31][C:26]2([S:27][CH2:28][CH2:29][S:30]2)[CH2:25][N:24]1[C:15]([C:12]1[NH:11][C:10]([CH2:9][CH2:8][CH2:7][C:1]2[CH:2]=[CH:3][CH:4]=[CH:5][CH:6]=2)=[CH:14][N:13]=1)=[O:17])=[O:22] |f:1.2|. Procedure: 4-(3-Phenylpropyl)imidazole-2-carboxylic acid (13d) was coupled to 1,4-dithia-7-azaspiro[4.4]nonane-8(S)-carboxylic acid methyl ester hydrobromide (Smith et. al., J. Med. Chem., 31, pp. 875-85 (1988)) by the method described for 23 to afford 140 mg (65%) as a yellow gum: 1H NMR (CDCl3) δ 7.34-7.15 (5H, m), 6.98-6.8 (1H, 3 s), 5.7-5.65 (0.5H, m), 5.2-5.1 (1H, m), 4.82-4.75 (0.5H, m), 4.4-4.35 (1H, m), 4.05 (1H, d), 3.75-3.7 (3H, 2 s), 3.4-3.3 (4H, m), 2.95-2.45 (8H, m), 2.05-1.95 (2H, m). Starting materials: C(C)(=O)C(C(=O)NC(C)C=1C(NC(=NN1)CC1=CC(=C(C=C1)OC)OC)=O)CCCCCC (2-acetyl-N-{1-[3-(3,4-dimethoxybenzyl)-5-oxo-4,5-dihydro-1,2,4-triazin-6-yl]ethyl}octanamide), P(=O)(Cl)(Cl)Cl (phosphorus oxychloride). Product: C(C)(=O)C(CCCCCC)C1=NC(=C2C(NC(=NN21)CC2=CC(=C(C=C2)OC)OC)=O)C (7-(1-acetylheptyl)-2-(3,4-dimethoxybenzyl)-5-methylimidazo[5,1-f][1,2,4]triazin-4(3H)-one). RXN SMILES: [C:1]([CH:4]([CH2:28][CH2:29][CH2:30][CH2:31][CH2:32][CH3:33])[C:5]([NH:7][CH:8]([C:10]1[C:11](=[O:27])[NH:12][C:13]([CH2:16][C:17]2[CH:22]=[CH:21][C:20]([O:23][CH3:24])=[C:19]([O:25][CH3:26])[CH:18]=2)=[N:14][N:15]=1)[CH3:9])=O)(=[O:3])[CH3:2].P(Cl)(Cl)(Cl)=O>>[C:1]([CH:4]([C:5]1[N:15]2[C:10]([C:11](=[O:27])[NH:12][C:13]([CH2:16][C:17]3[CH:22]=[CH:21][C:20]([O:23][CH3:24])=[C:19]([O:25][CH3:26])[CH:18]=3)=[N:14]2)=[C:8]([CH3:9])[N:7]=1)[CH2:28][CH2:29][CH2:30][CH2:31][CH2:32][CH3:33])(=[O:3])[CH3:2]. Procedure: Analogously to Example 1, 150 mg (0.32 mmol) of 2-acetyl-N-{1-[3-(3,4-dimethoxybenzyl)-5-oxo-4,5-dihydro-1,2,4-triazin-6-yl]ethyl}octanamide (Example 28A) and 250 g (1.61 mmol) of phosphorus oxychloride are reacted to give 7-(1-acetylheptyl)-2-(3,4-dimethoxybenzyl)-5-methylimidazo[5,1-f][1,2,4]triazin-4(3H)-one. RXN SMILES: CO[C:3](=[O:11])[CH2:4][CH2:5][CH2:6][CH2:7][C:8]([OH:10])=[O:9].S(Cl)(Cl)=O.[CH2:16]([C:21]1[CH:26]=[CH:25][CH:24]=[CH:23][CH:22]=1)[CH2:17][CH2:18][CH2:19][CH3:20].[Cl-].[Al+3].[Cl-].[Cl-].[OH-].[Na+]>C(O)C>[CH2:16]([C:21]1[CH:22]=[CH:23][C:24]([C:3]([CH2:4][CH2:5][CH2:6][CH2:7][C:8]([OH:10])=[O:9])=[O:11])=[CH:25][CH:26]=1)[CH2:17][CH2:18][CH2:19][CH3:20] |f:3.4.5.6,7.8|. Solvent: C(C)O (ethanol). The product is C(CCCC)C1=CC=C(C(=O)CCCCC(=O)O)C=C1 (5-(4-n-pentylbenzoyl)pentanoic acid). Reported procedure: Adipic acid monomethyl ester (35 g; 0.44 mole) is converted to the acid chloride with thionyl chloride (50 g) in a manner analogous to that described in Example 1. This product is reacted with pentylbenzene (400 ml) and aluminum chloride (80 g) and the reaction product isolated as a colorless oil (25 g; b.p. 165°-174° C. @0.15 mm) and identified as methyl 5-(4-n-pentylbenzoyl) pentanoate. This ester (5 g; 0.017 mole) is hydrolysed with sodium hydroxide in aqueous ethanol and the product isolated... Reactants: acid chloride, COC(CCCCC(=O)O)=O (Adipic acid monomethyl ester), [OH-].[Na+] (sodium hydroxide), ester, C(CCCC)C1=CC=CC=C1 (pentylbenzene), [Cl-].[Al+3].[Cl-].[Cl-] (aluminum chloride), S(=O)(Cl)Cl (thionyl chloride), methyl 5-(4-n-pentylbenzoyl) pentanoate. Reactants: CC=1N=C(N=NC1C1=CC=CC=C1)SC (5-methyl-3-methylthio-6-phenyl-1,2,4-triazine), O1C(=CC=C1)C(=O)N1CCNCC1 (N-(2-furoyl)piperazine). Run in C1=CC=CC=C1 (benzene), C(C)(=O)OCC (ethyl acetate), C1=CC=CC=C1 (benzene). Product: O1C(=CC=C1)C(=O)N1CCN(CC1)C=1N=NC(=C(N1)C)C1=CC=CC=C1 (3-[4-(2-furoyl)-1-piperazinyl]-5-methyl-6-phenyl-1,2,4-triazine). Isolated yield 29.0%. As a reaction SMILES: [CH3:1][C:2]1[N:3]=[C:4](SC)[N:5]=[N:6][C:7]=1[C:8]1[CH:13]=[CH:12][CH:11]=[CH:10][CH:9]=1.[O:16]1[CH:20]=[CH:19][CH:18]=[C:17]1[C:21]([N:23]1[CH2:28][CH2:27][NH:26][CH2:25][CH2:24]1)=[O:22]>C1C=CC=CC=1.C(OCC)(=O)C>[O:16]1[CH:20]=[CH:19][CH:18]=[C:17]1[C:21]([N:23]1[CH2:24][CH2:25][N:26]([C:4]2[N:5]=[N:6][C:7]([C:8]3[CH:13]=[CH:12][CH:11]=[CH:10][CH:9]=3)=[C:2]([CH3:1])[N:3]=2)[CH2:27][CH2:28]1)=[O:22]. Procedure details: A mixture of 5-methyl-3-methylthio-6-phenyl-1,2,4-triazine (9 g) and N-(2-furoyl)piperazine (10 g) was heated at 150° to 160° C. for 89 hours with stirring. The reaction mixture was dissolved in benzene (300 ml) and subjected to chromatography on silica gel (300 g) using a mixture of benzene and ethyl acetate (3:2) as an eluent. The eluate was concentrated to dryness and the resulting solid was recrystallized from a mixture of chloroform and diisopropyl ether to give crystals of 3-[4-(2-furoyl)-... Reactants: N1(CCOCC1)C([C@@H](C)O)=O ((2R)-1-morpholin-4-yl-1-oxopropane-2-ol), C1(=CC=C(C=C1)S(=O)(=O)Cl)C (p-toluenesulfonyl chloride), Cl (hydrochloric acid), [H-].[Na+] (sodium hydride). Solvent: O1CCCC1 (tetrahydrofuran), C(C)OCC (diethyl ether), O1CCCC1 (tetrahydrofuran), O1CCCC1 (tetrahydrofuran). The product is CC1=CC=C(C=C1)S(=O)(=O)O[C@@H](C(=O)N1CCOCC1)C ((1R)-1-methyl-2-morpholin-4-yl-2-oxoethyl 4-methylbenzenesulfonate). The yield is 57.0%. Reaction SMILES: [H-].[Na+].[N:3]1([C:9](=[O:13])[C@H:10]([OH:12])[CH3:11])[CH2:8][CH2:7][O:6][CH2:5][CH2:4]1.[C:14]1([CH3:24])[CH:19]=[CH:18][C:17]([S:20](Cl)(=[O:22])=[O:21])=[CH:16][CH:15]=1.Cl>O1CCCC1.C(OCC)C>[CH3:24][C:14]1[CH:19]=[CH:18][C:17]([S:20]([O:12][C@H:10]([CH3:11])[C:9]([N:3]2[CH2:8][CH2:7][O:6][CH2:5][CH2:4]2)=[O:13])(=[O:22])=[O:21])=[CH:16][CH:15]=1 |f:0.1|. Procedure details: To a suspension of sodium hydride (60% in paraffin liquid) (8.41 g, 210 mmol) in tetrahydrofuran (120 ml was dropped (2R)-1-morpholin-4-yl-1-oxopropane-2-ol (32.1 g) in tetrahydrofuran (150 ml) under stirring, ice cooling and an atmosphere of nitrogen. The mixture was then stirred for 30 minutes at 50° C. After being ice-cooled, thereto was dropped a solution of p-toluenesulfonyl chloride (45.8 g, 234 mmol) in tetrahydrofuran (180 ml), and the mixture was stirred for 4 hours at room temperature.... Reactants: Nc1ccc(Br)cc1, CCCCCC, CC(C)=CC(=O)Cl, C1CCOC1. Yields the product CC(C)=CC(=O)Nc1ccc(Br)cc1. Reaction SMILES: [Br:8][c:9]1[cH:10][cH:11][c:12]([NH2:13])[cH:14][cH:15]1.[CH3:16][CH2:17][CH2:18][CH2:19][CH2:20][CH3:21].[CH3:1][C:2](=[CH:3][C:4](=[O:5])[Cl:6])[CH3:7].[O:22]1[CH2:23][CH2:24][CH2:25][CH2:26]1>>[CH3:1][C:2](=[CH:3][C:4](=[O:5])[NH:13][c:12]1[cH:11][cH:10][c:9]([Br:8])[cH:15][cH:14]1)[CH3:7].